Dataset: the Open Reaction Database (ORD), a public repository of structured organic reaction records. Task: describe an organic reaction: reactants, conditions, products, and yield Reactants: ClC(C(=O)Cl)Cl (dichloroacetyl chloride), ON=C1C(C=CC=C1)CC(=O)O (2-hydroxyiminophenylacetic acid). Solvent: C(Cl)Cl (methylene chloride), petroleum. Reaction conditions: time 1 hour. The product is ClC(C(=O)ON=C1C(C=CC=C1)CC(=O)O)Cl (2-dichloroacetoxyiminophenylacetic acid). The yield is 96.0%. Reaction SMILES: [Cl:1][CH:2]([Cl:6])[C:3](Cl)=[O:4].[OH:7][N:8]=[C:9]1[CH:14]=[CH:13][CH:12]=[CH:11][CH:10]1[CH2:15][C:16]([OH:18])=[O:17]>C(Cl)Cl>[Cl:1][CH:2]([Cl:6])[C:3]([O:7][N:8]=[C:9]1[CH:14]=[CH:13][CH:12]=[CH:11][CH:10]1[CH2:15][C:16]([OH:18])=[O:17])=[O:4]. Reported procedure: To a mixture of methylene chloride (45 ml) and dichloroacetyl chloride (10 ml) was added portionwise with stirring 2-hydroxyiminophenylacetic acid (synisomer) (5g) in portions over about 15 minutes. The reaction mixture became solid, and was stirred for 1 hour at room temperature after the addition was complete. The reaction was diluted with petroleum (b.p. 40°-60°), filtered, and the solid washed several times with petroleum spirit to remove residual acid chloride. The solid was dried under vac... Reactants: [Cl-].[Li+].C(C)(C)[Mg]Cl (isopropylmagnesium chloride lithium chloride), IC1=CC=C(C(=O)OCC)C=C1 (ethyl 4-iodobenzoate), C(CCC)=O (Butyraldehyde). The solvent is O1CCCC1 (tetrahydrofuran). Reaction conditions: temperature -40 celsius, time 40 minute. Product: OC(CCC)C1=CC=C(C(=O)OCC)C=C1 (ethyl 4-(1-hydroxybutyl)benzoate). As a reaction SMILES: [Cl-].[Li+].C([Mg]Cl)(C)C.I[C:9]1[CH:19]=[CH:18][C:12]([C:13]([O:15][CH2:16][CH3:17])=[O:14])=[CH:11][CH:10]=1.[CH:20](=[O:24])[CH2:21][CH2:22][CH3:23]>O1CCCC1>[OH:24][CH:20]([C:9]1[CH:19]=[CH:18][C:12]([C:13]([O:15][CH2:16][CH3:17])=[O:14])=[CH:11][CH:10]=1)[CH2:21][CH2:22][CH3:23] |f:0.1.2|. Procedure: At −40° C., isopropylmagnesium chloride lithium chloride (15.3 mL, 1.3 M in THF, 19.9 mmol) was added dropwise to a solution of ethyl 4-iodobenzoate (5000 mg, 18.11 mmol) in tetrahydrofuran (30 mL). The solution was stirred at −40° C. for 40 minutes. Butyraldehyde (1830 mg, 25.4 mmol) was added. The mixture was allowed to warm to room temperature over 3 hours. The reaction was quenched with 1N HCl and extracted three times with ethyl acetate. The combined organic layers were dried over sodium su... Starting materials: [Cl-] (chloride), [H-].[Na+] (sodium hydride), C(C(O)C(O)C(=O)OCC)(=O)OCC (diethyl tartarate). The solvent is C1CCOC1 (THF), C1CCOC1 (THF). Reaction conditions: temperature 0 celsius, time 1 hour. Yields the product C(CCC)(=O)O.C(CCC)(=O)O.C(=O)(OCC)C(O)C(O)C(=O)OCC (diethyl tartrate dibutyrate). Reaction SMILES: [H-].[Na+].[C:3]([O:14][CH2:15][CH3:16])(=[O:13])[CH:4]([CH:6]([C:8]([O:10][CH2:11][CH3:12])=[O:9])[OH:7])[OH:5].[Cl-]>C1COCC1>[C:8]([OH:10])(=[O:9])[CH2:6][CH2:4][CH3:3].[C:8]([OH:10])(=[O:9])[CH2:6][CH2:4][CH3:3].[C:3]([CH:4]([CH:6]([C:8]([O:10][CH2:11][CH3:12])=[O:9])[OH:7])[OH:5])([O:14][CH2:15][CH3:16])=[O:13] |f:0.1,5.6.7|. Procedure: To a solution of sodium hydride (0.8712 g, 1.5 eq) in THF at 0° C., diethyl tartarate (5 g, 1 eq) in THF (50 ml) was added drop wise and stirred for 1 h at 0° C. Then butaryl chloride (7.735 g, 3 eq) was added drop wise and stirred for 1 h at 0° C. under nitrogen atmosphere. The stirring was continued for another 12 h at 25-30° C. The reaction was monitored by thin layer chromatography. The reaction was quenched with cold water and extracted with ethyl acetate. Ethyl acetate layer was washed wit... Reactants: C(C)(=O)Cl (acetyl chloride), N1CCC(=CC1)C1=CC=C(C=C1)NC(=O)N1CC=2C=NC=CC2C1 (N-(4-(1,2,3,6-tetrahydropyridin-4-yl)phenyl)-1H-pyrrolo[3,4-c]pyridine-2(3H)-carboxamide), NC=1C=C2CN(CC2=CC1)C(=O)NC1=CC=C(C=C1)C(NCCC)=O (5-amino-N-(4-(propylcarbamoyl)phenyl)isoindoline-2-carboxamide). Product: C(CCC)(=O)N1CCC(=CC1)C1=CC=C(C=C1)NC(=O)N1CC=2C=NC=CC2C1 (N-[4-(1-butyryl-1,2,3,6-tetrahydropyridin-4-yl)phenyl]-1,3-dihydro-2H-pyrrolo[3,4-c]pyridine-2-carboxamide). Reaction SMILES: C(Cl)(=O)C.[NH:5]1[CH2:10][CH:9]=[C:8]([C:11]2[CH:16]=[CH:15][C:14]([NH:17][C:18]([N:20]3[CH2:28][C:27]4[CH:26]=[CH:25][N:24]=[CH:23][C:22]=4[CH2:21]3)=[O:19])=[CH:13][CH:12]=2)[CH2:7][CH2:6]1.NC1C=C2C(=CC=1)CN(C(NC1C=C[C:45]([C:48](=[O:53])NCCC)=[CH:44][CH:43]=1)=O)C2>>[C:48]([N:5]1[CH2:6][CH:7]=[C:8]([C:11]2[CH:16]=[CH:15][C:14]([NH:17][C:18]([N:20]3[CH2:28][C:27]4[CH:26]=[CH:25][N:24]=[CH:23][C:22]=4[CH2:21]3)=[O:19])=[CH:13][CH:12]=2)[CH2:9][CH2:10]1)(=[O:53])[CH2:45][CH2:44][CH3:43]. Procedure: The title compound was prepared as described in Example 278, substituting butyryl chloride for acetyl chloride and N-(4-(1,2,3,6-tetrahydropyridin-4-yl)phenyl)-1H-pyrrolo[3,4-c]pyridine-2(3H)-carboxamide for 5-amino-N-(4-(propylcarbamoyl)phenyl)isoindoline-2-carboxamide. 1H NMR (400 MHz, DMSO-d6) δ ppm 8.61 (s, 1H), 8.50 (d, J=5.0 Hz, 1H), 8.46 (s, 1H), 7.54-7.57 (m, 2H), 7.43 (d, J=5.0 Hz, 1H), 7.32-7.39 (m, 2H), 6.09-6.11 (m, 1H), 4.79-4.82 (m, 4H), 4.08-4.14 (m, 2H), 3.58-3.68 (m, 2H), 2.39-2... Starting materials: CCO, [H][H], O=[N+]([O-])c1ccc2c(c1)CCO2. The product is Nc1ccc2c(c1)CCO2. RXN SMILES: [CH3:15][CH2:16][OH:17].[H:13][H:14].[N+:1]([O-:2])(=[O:3])[c:4]1[cH:5][cH:6][c:7]2[c:8]([cH:12]1)[CH2:9][CH2:10][O:11]2>>[NH2:1][c:4]1[cH:5][cH:6][c:7]2[c:8]([cH:12]1)[CH2:9][CH2:10][O:11]2. RXN SMILES: [NH:1]1[CH:5]=[CH:4][N:3]=[CH:2]1.Cl[C:7]1[N:8]=[C:9]([NH:19][CH2:20][C:21]2[CH:26]=[CH:25][C:24]([O:27][CH3:28])=[C:23]([O:29][CH3:30])[CH:22]=2)[C:10]2[CH:15]=[C:14]([N+:16]([O-:18])=[O:17])[S:13][C:11]=2[N:12]=1>>[N:1]1([C:7]2[N:8]=[C:9]([NH:19][CH2:20][C:21]3[CH:26]=[CH:25][C:24]([O:27][CH3:28])=[C:23]([O:29][CH3:30])[CH:22]=3)[C:10]3[CH:15]=[C:14]([N+:16]([O-:18])=[O:17])[S:13][C:11]=3[N:12]=2)[CH:5]=[CH:4][N:3]=[CH:2]1. Starting materials: N1C=NC=C1 (imidazole), ClC=1N=C(C2=C(N1)SC(=C2)[N+](=O)[O-])NCC2=CC(=C(C=C2)OC)OC (2-chloro-6-nitro-4-(3,4-dimethoxybenzylamino)-thieno-[2,3-d]-pyrimidine). The product is N1(C=NC=C1)C=1N=C(C2=C(N1)SC(=C2)[N+](=O)[O-])NCC2=CC(=C(C=C2)OC)OC (2-(imidazol-1-yl)-6-nitro-4-(3,4-dimethoxybenzylamino)-thieno-[2,3-d]-pyrimidine). Procedure: Following the procedure of Example 97, the reaction of imidazole with 2-chloro-6-nitro-4-(3,4-dimethoxybenzylamino)-thieno-[2,3-d]-pyrimidine gives 2-(imidazol-1-yl)-6-nitro-4-(3,4-dimethoxybenzylamino)-thieno-[2,3-d]-pyrimidine.